Dataset: the Open Reaction Database (ORD), a public repository of structured organic reaction records. Task: describe an organic reaction: reactants, conditions, products, and yield Starting materials: C1COCCO1, COC(=O)c1cc(Cc2c(C)c(OC)c(OC)c(OC)c2OC)ccc1-c1ccc(OC)cc1, [Na+], [OH-], O. Yields the product COc1ccc(-c2ccc(Cc3c(C)c(OC)c(OC)c(OC)c3OC)cc2C(=O)O)cc1. Reaction SMILES: [CH2:37]1[O:38][CH2:39][CH2:40][O:41][CH2:42]1.[CH3:1][O:2][c:3]1[c:4]([CH3:34])[c:5]([CH2:6][c:7]2[cH:8][cH:9][c:10](-[c:17]3[cH:18][cH:19][c:20]([O:23][CH3:24])[cH:21][cH:22]3)[c:11]([C:12](=[O:13])[O:14][CH3:15])[cH:16]2)[c:25]([O:32][CH3:33])[c:26]([O:30][CH3:31])[c:27]1[O:28][CH3:29].[Na+:36].[OH-:35].[OH2:43]>>[CH3:1][O:2][c:3]1[c:4]([CH3:34])[c:5]([CH2:6][c:7]2[cH:8][cH:9][c:10](-[c:17]3[cH:18][cH:19][c:20]([O:23][CH3:24])[cH:21][cH:22]3)[c:11]([C:12](=[O:13])[OH:14])[cH:16]2)[c:25]([O:32][CH3:33])[c:26]([O:30][CH3:31])[c:27]1[O:28][CH3:29]. Reactants: C(#N)C1=CC=C(C=C1)NC([C@H](N)C)=O (N1 -(4-cyanophenyl)-D-alaninamide), ClC(=O)OCC(C)C (isobutyl chloroformate), CN1CCCCC1 (N-methylpiperidine), C(C)(C)OC(=O)N[C@@H]([C@@H](C)CC)C(=O)O (N-isopropoxycarbonyl-L-isoleucine). Solvent: O (Water), C(Cl)Cl (methylene chloride). Conditions: temperature -20 celsius, time 1 hour. Yields the product C(C)(C)OC(=O)N[C@@H]([C@@H](C)CC)C(=O)N[C@H](C)C(=O)NC1=CC=C(C=C1)C#N (N-isopropoxycarbonyl-L-isoleucyl-N-(4-cyanophenyl)-D-alaninamide), powder. Isolated yield 49.0%. RXN SMILES: CN1CCCCC1.[CH:8]([O:11][C:12]([NH:14][C@H:15]([C:20]([OH:22])=O)[C@H:16]([CH2:18][CH3:19])[CH3:17])=[O:13])([CH3:10])[CH3:9].ClC(OCC(C)C)=O.[C:31]([C:33]1[CH:38]=[CH:37][C:36]([NH:39][C:40](=[O:44])[C@@H:41]([CH3:43])[NH2:42])=[CH:35][CH:34]=1)#[N:32]>C(Cl)Cl.O>[CH:8]([O:11][C:12]([NH:14][C@H:15]([C:20]([NH:42][C@@H:41]([C:40]([NH:39][C:36]1[CH:37]=[CH:38][C:33]([C:31]#[N:32])=[CH:34][CH:35]=1)=[O:44])[CH3:43])=[O:22])[C@H:16]([CH2:18][CH3:19])[CH3:17])=[O:13])([CH3:9])[CH3:10]. Procedure details: 0.26 g of N-methylpiperidine was added to a solution containing 0.57 g of N-isopropoxycarbonyl-L-isoleucine dissolved in 60 ml of methylene chloride, at -20° C. After the mixture was stirred for 10 minutes at the same temperature, 0.36 g of isobutyl chloroformate was added to the mixture, and stirred for 1 hour at -20° C. 0.5 g of N1 -(4-cyanophenyl)-D-alaninamide was added to this mixture at -60° C., and then the reaction mixture was allowed to sit and warm naturally to room temperature while b... The reactants are C1(CC1)COC1=C(C=C(C(=C1)OCOC)F)C=1C2=C(N=CN1)C(=CN2)C(=O)O (4-(2-cyclopropylmethoxy-5-fluoro-4-methoxymethoxy-phenyl)-5H-pyrrolo[3,2-d]pyrimidine-7-carboxylic acid), NC1CCN(CC1)C(=O)O (4-amino-piperidine-1-carboxylic acid). Yields the product C(C)(C)(C)OC(=O)N1CCC(CC1)NC(=O)C1=CNC2=C1N=CN=C2C2=C(C=C(C(=C2)F)OCOC)OCC2CC2 (4-{[4-(2-Cyclopropylmethoxy-5-fluoro-4-methoxymethoxy-phenyl)-5H-pyrrolo[3,2-d]pyrimidine-7-carbonyl]-amino}-piperidine-1-carboxylic acid tert-butyl ester). Reaction SMILES: [CH:1]1([CH2:4][O:5][C:6]2[CH:11]=[C:10]([O:12][CH2:13][O:14][CH3:15])[C:9]([F:16])=[CH:8][C:7]=2[C:17]2[C:18]3[NH:25][CH:24]=[C:23]([C:26](O)=[O:27])[C:19]=3[N:20]=[CH:21][N:22]=2)[CH2:3][CH2:2]1.[NH2:29][CH:30]1[CH2:35][CH2:34][N:33]([C:36]([OH:38])=[O:37])[CH2:32][CH2:31]1>>[C:1]([O:37][C:36]([N:33]1[CH2:34][CH2:35][CH:30]([NH:29][C:26]([C:23]2[C:19]3[N:20]=[CH:21][N:22]=[C:17]([C:7]4[CH:8]=[C:9]([F:16])[C:10]([O:12][CH2:13][O:14][CH3:15])=[CH:11][C:6]=4[O:5][CH2:4][CH:1]4[CH2:2][CH2:3]4)[C:18]=3[NH:25][CH:24]=2)=[O:27])[CH2:31][CH2:32]1)=[O:38])([CH3:4])([CH3:3])[CH3:2]. Reported procedure: Starting from 4-(2-cyclopropylmethoxy-5-fluoro-4-methoxymethoxy-phenyl)-5H-pyrrolo[3,2-d]pyrimidine-7-carboxylic acid (example A84) and commercially available 4-amino-piperidine-1-carboxylic acid the title compound is obtained as colorless foam. Starting materials: ClCl (chlorine), P(=O)(O)([O-])[O-].[Na+].[Na+] (disodium hydrogenphosphate), ClCCl (dichloromethane), C(C)(=O)NC1=NC=CC=C1 (2-acetamidopyridine). Run in O (water). Run at time 30 minute. Product: C(C)(=O)NC1=NC=C(C=C1)Cl (2-acetamido-5-chloropyridine). Yield: 94.0%. As a reaction SMILES: [C:1]([NH:4][C:5]1[CH:10]=[CH:9][CH:8]=[CH:7][N:6]=1)(=[O:3])[CH3:2].P([O-])([O-])(O)=O.[Na+].[Na+].[Cl:18]CCl.ClCl>O>[C:1]([NH:4][C:5]1[CH:10]=[CH:9][C:8]([Cl:18])=[CH:7][N:6]=1)(=[O:3])[CH3:2] |f:1.2.3|. Reported procedure: In 300 ml of water, 13.6 g (0. lmol) of 2-acetamidopyridine (Id) was dissolved. To this solution, 35.5 g (0.25 mol) of disodium hydrogenphosphate and 100 ml of dichloromethane were added in this order. While this mixture was stirred, 8.0 g (0.11 mol) of chlorine was introduced thereto at 0° C. for 30 minutes. Then the mixture was further stirred at the same temperature for 2 hours. After the mixture was brought back to room temperature, it was separated into a water layer and an extract layer. T... Starting materials: C(#N)C1=NC=CC=C1Cl (2-cyano-3-chloropyridine), [F-].[K+] (potassium fluoride). Solvent: C(C)(=O)OCC (ethyl acetate), CN1C(CCC1)=O (1-methyl-2-pyrrolidinone). Product: C(#N)C1=NC=CC=C1F (2-cyano-3-fluoropyridine). Isolated yield 50.1%. As a reaction SMILES: [C:1]([C:3]1[C:8](Cl)=[CH:7][CH:6]=[CH:5][N:4]=1)#[N:2].[F-:10].[K+]>CN1CCCC1=O.C(OCC)(=O)C>[C:1]([C:3]1[C:8]([F:10])=[CH:7][CH:6]=[CH:5][N:4]=1)#[N:2] |f:1.2|. Procedure details: A solution of 2-cyano-3-chloropyridine (1 g, 7.22 mmol) in 1-methyl-2-pyrrolidinone (25 mL) was treated with potassium fluoride (1.26 g, 21.68 mmol) and heated at reflux for 18 hours. After cooling, the reaction was diluted with ethyl acetate and extracted with water and brine. Silica gel chromatography afforded 442 mg (50%) of 2-cyano-3-fluoropyridine. Reactants: C1(=CC=CC=C1)S(=O)(=O)N1C(=CC=2C1=NC=C(C2)F)C(CC2CCC2)(O)C2=CC=C(C=C2)S(=O)(=O)C (1-(1-benzenesulfonyl-5-fluoro-1H-pyrrolo[2,3-b]pyridin-2-yl)-2-cyclobutyl-1-(4-methylsulfonyl-phenyl)-ethanol), [F-].C(CCC)[N+](CCCC)(CCCC)CCCC (tetrabutylammonium fluoride). Run in C(C)(=O)OCC (ethyl acetate), O1CCCC1 (tetrahydrofuran), O1CCCC1 (tetrahydrofuran). Product: C1(CCC1)/C=C(\C1=CC=C(C=C1)S(=O)(=O)C)/C1=CC=2C(=NC=C(C2)F)N1 (2-[(E)-2-cyclobutyl-1-(4-methanesulfonyl-phenyl)-vinyl]-5-fluoro-1H-pyrrolo[2,3-b]pyridine). Isolated yield 62.1%. As a reaction SMILES: C1(S([N:10]2[C:14]3=[N:15][CH:16]=[C:17]([F:19])[CH:18]=[C:13]3[CH:12]=[C:11]2[C:20]([C:27]2[CH:32]=[CH:31][C:30]([S:33]([CH3:36])(=[O:35])=[O:34])=[CH:29][CH:28]=2)(O)[CH2:21][CH:22]2[CH2:25][CH2:24][CH2:23]2)(=O)=O)C=CC=CC=1.[F-].C([N+](CCCC)(CCCC)CCCC)CCC>O1CCCC1.C(OCC)(=O)C>[CH:22]1(/[CH:21]=[C:20](/[C:11]2[NH:10][C:14]3=[N:15][CH:16]=[C:17]([F:19])[CH:18]=[C:13]3[CH:12]=2)\[C:27]2[CH:32]=[CH:31][C:30]([S:33]([CH3:36])(=[O:35])=[O:34])=[CH:29][CH:28]=2)[CH2:25][CH2:24][CH2:23]1 |f:1.2|. Procedure: A solution of 1-(1-benzenesulfonyl-5-fluoro-1H-pyrrolo[2,3-b]pyridin-2-yl)-2-cyclobutyl-1-(4-methylsulfonyl-phenyl)-ethanol (520 mg, 1 mmol) in tetrahydrofuran (0.5 mL) and a tetrabutylammonium fluoride solution in tetrahydrofuran (1 M, 5.0 mL, 5.0 mmol) was stirred at room temperature for 2 h. The mixture was diluted with ethyl acetate (150 mL), washed with a saturated aqueous ammonium chloride solution and brine, dried over anhydrous sodium sulfate and concentrated in vacuo. Purification using...